This data is from the Open Reaction Database (ORD), a public repository of structured organic reaction records. The task is: describe an organic reaction: reactants, conditions, products, and yield Starting materials: CC1=C(OCCCC(C(=O)Cl)(C)C)C=C(C=C1)C (2-(3-(2,5-dimethylphenoxy)propyl)-2-methylpropionyl chloride), CC1(C[C@H](C[C@H](C1)C)O)C ((cis) 3,3,5-trimethylcyclohexanol). Run in C1(=CC=CC=C1)C (toluene). Product: CC1=C(OCCCC(C(=O)O[C@@H]2CC(C[C@@H](C2)C)(C)C)(C)C)C=C(C=C1)C ((CIS) 3,3,5-TRIMETHYLCYCLOHEXYL 2-(3-(2,5-DIMETHYLPHENOXY)PROPYL)-2-METHYLPROPIONATE). RXN SMILES: [CH3:1][C:2]1[CH:17]=[CH:16][C:15]([CH3:18])=[CH:14][C:3]=1[O:4][CH2:5][CH2:6][CH2:7][C:8]([CH3:13])([CH3:12])[C:9](Cl)=[O:10].[CH3:19][C:20]1([CH3:28])[CH2:25][C@H:24]([CH3:26])[CH2:23][C@H:22]([OH:27])[CH2:21]1>C1(C)C=CC=CC=1>[CH3:1][C:2]1[CH:17]=[CH:16][C:15]([CH3:18])=[CH:14][C:3]=1[O:4][CH2:5][CH2:6][CH2:7][C:8]([CH3:13])([CH3:12])[C:9]([O:27][C@H:22]1[CH2:23][C@@H:24]([CH3:26])[CH2:25][C:20]([CH3:28])([CH3:19])[CH2:21]1)=[O:10]. Procedure details: 25 g of 2-(3-(2,5-dimethylphenoxy)propyl)-2-methylpropionyl chloride are added to 14 g of (cis) 3,3,5-trimethylcyclohexanol dissolved in 100 ml of toluene. The mixture is refluxed for three hours and then evaporated to dryness. The evaporation residue is chromatographed on a silica column with chloroform. The title product is obtained in the amorphous state and in thin layer chromatography gives a single spot under the above conditions; the characteristic bands of its IR spectrum run in KBr are ... Reaction SMILES: [Cl:12][c:13]1[c:14]([C:20](=[O:21])[NH:22][CH:23]2[CH2:24][CH2:25][N:26]([c:29]3[cH:30][c:31]([C:37](=[O:38])[NH:39][O:40][CH3:41])[n:32][c:33]([S:35][CH3:36])[n:34]3)[CH2:27][CH2:28]2)[nH:15][c:16]([CH3:19])[c:17]1[Cl:18].[Cl:42][CH2:43][Cl:44].[OH:1][O:2][C:3]([c:4]1[cH:5][c:6]([Cl:7])[cH:8][cH:9][cH:10]1)=[O:11]>>[O:1]=[S:35]([c:33]1[n:32][c:31]([C:37](=[O:38])[NH:39][O:40][CH3:41])[cH:30][c:29]([N:26]2[CH2:25][CH2:24][CH:23]([NH:22][C:20]([c:14]3[c:13]([Cl:12])[c:17]([Cl:18])[c:16]([CH3:19])[nH:15]3)=[O:21])[CH2:28][CH2:27]2)[n:34]1)[CH3:36]. Product: CONC(=O)c1cc(N2CCC(NC(=O)c3[nH]c(C)c(Cl)c3Cl)CC2)nc(S(C)=O)n1. Reactants: CONC(=O)c1cc(N2CCC(NC(=O)c3[nH]c(C)c(Cl)c3Cl)CC2)nc(SC)n1, ClCCl, O=C(OO)c1cccc(Cl)c1. RXN SMILES: Br[C:2]1[S:3][CH:4]=[C:5]([Br:7])[CH:6]=1.[Li]CCCC.[CH:13](=[O:20])[C:14]1[CH:19]=[CH:18][CH:17]=[CH:16][CH:15]=1>CCOCC>[Br:7][C:5]1[CH:6]=[C:2]([CH:13]([C:14]2[CH:19]=[CH:18][CH:17]=[CH:16][CH:15]=2)[OH:20])[S:3][CH:4]=1. Yields the product BrC=1C=C(SC1)C(O)C1=CC=CC=C1 ((4-bromothien-2-yl)(phenyl)methanol). Procedure details: 2,4 dibromothiophene (3 g, 12.4 mmol) was dissolved in Et2O (50 mL) and cooled to −78° C. BuLi (1.6 M in hexanes)(8.1 mL, 13 mmol, 1.05 eg) was added dropwise over 20 min. then the yellow solution was stirred at −78° C. for 1 hour. Benzaldehyde (1.45 g, 13.64 mmol, 1.1 eg) dissolved in Et2O (15 mL) was added dropwise at a rate to maintain internal temperature <−70° C., then reaction mixture was allowed to warm slowly to 0° C. Quenched with Sat NH4Cl (50 mL) and phases partitioned. Organic fracti... Starting materials: [Li]CCCC (BuLi), BrC=1SC=C(C1)Br (2,4 dibromothiophene), C(C1=CC=CC=C1)=O (Benzaldehyde). Solvent: CCOCC (Et2O), CCOCC (Et2O). Reaction conditions: temperature -78 celsius, time 1 hour.